This data is from the Open Reaction Database (ORD), a public repository of structured organic reaction records. The task is: describe an organic reaction: reactants, conditions, products, and yield Reactants: C1CCOC1 (THF), O1C(OCC1)C1=CC(=C(C=C1)N1C=NC=C1)OC (1-(4-[1,3]dioxolan-2-yl-2-methoxyphenyl)-1H-imidazole), C(CCC)[Li] (n-butyllithium), C1CCOC1 (THF), ClC(C(Cl)(Cl)Cl)(Cl)Cl (hexachloroethane). Run in C(C)(=O)OCC (ethyl acetate), O (Water). Run at time 30 minute. Product: ClC=1N(C=CN1)C1=C(C=C(C=C1)C1OCCO1)OC (2-chloro-1-(4-[1,3]dioxolan-2-yl-2-methoxyphenyl)-1H-imidazole). Yield: 72.7%. As a reaction SMILES: C1COCC1.[O:6]1[CH2:10][CH2:9][O:8][CH:7]1[C:11]1[CH:16]=[CH:15][C:14]([N:17]2[CH:21]=[CH:20][N:19]=[CH:18]2)=[C:13]([O:22][CH3:23])[CH:12]=1.C([Li])CCC.[Cl:29]C(Cl)(Cl)C(Cl)(Cl)Cl>C(OCC)(=O)C.O>[Cl:29][C:18]1[N:17]([C:14]2[CH:15]=[CH:16][C:11]([CH:7]3[O:6][CH2:10][CH2:9][O:8]3)=[CH:12][C:13]=2[O:22][CH3:23])[CH:21]=[CH:20][N:19]=1. Procedure details: To a THF (50 mL) solution of 1-(4-[1,3]dioxolan-2-yl-2-methoxyphenyl)-1H-imidazole (3.85 g), n-butyllithium (1.6M hexane solution, 12 mL) was added dropwise under nitrogen atmosphere at −78° C., and the reaction solution was agitated for 30 minutes. THF (10 mL) solution of hexachloroethane (6.1 g) was added to the reaction solution and the reaction solution was agitated at room temperature for 1 hour after agitating for 30 minutes at −78° C. Water and ethyl acetate were added to the reaction mix... Starting materials: CCOC(=O)NCC(CC)C(NC(=O)OCC)NC(=O)OCC, CCO, [H][H]. Product: CCOC(=O)NCC(CC)CNC(=O)OCC. Reaction SMILES: [CH2:1]([CH3:2])[CH:3]([CH:4]([NH:5][C:6](=[O:7])[O:8][CH2:9][CH3:10])[NH:11][C:12]([O:13][CH2:14][CH3:15])=[O:16])[CH2:17][NH:18][C:19](=[O:20])[O:21][CH2:22][CH3:23].[CH3:26][CH2:27][OH:28].[H:24][H:25]>>[CH2:1]([CH3:2])[CH:3]([CH2:4][NH:5][C:6](=[O:7])[O:8][CH2:9][CH3:10])[CH2:17][NH:18][C:19](=[O:20])[O:21][CH2:22][CH3:23]. The reactants are NC1=C(C=CC(=C1)OC)O (2-amino-4-methoxyphenol), C(C)(C)(C)OC(=O)NC(C)C(=O)O (N-(tert-butoxycarbonyl)-D,L-alanine). The product is OC1=C(C=C(C=C1)OC)NC(C(C)NC(OC(C)(C)C)=O)=O (tert-butyl {2-[(2-hydroxy-5-methoxyphenyl)amino]-1-methyl-2-oxoethyl}carbamate). Isolated yield 80.9%. Reaction SMILES: [NH2:1][C:2]1[CH:7]=[C:6]([O:8][CH3:9])[CH:5]=[CH:4][C:3]=1[OH:10].[C:11]([O:15][C:16]([NH:18][CH:19]([C:21](O)=[O:22])[CH3:20])=[O:17])([CH3:14])([CH3:13])[CH3:12]>>[OH:10][C:3]1[CH:4]=[CH:5][C:6]([O:8][CH3:9])=[CH:7][C:2]=1[NH:1][C:21](=[O:22])[CH:19]([NH:18][C:16](=[O:17])[O:15][C:11]([CH3:13])([CH3:12])[CH3:14])[CH3:20]. Procedure details: Using 2-amino-4-methoxyphenol (3.00 g, 21.6 mmol) and N-(tert-butoxycarbonyl)-D,L-alanine (4.08 g, 21.6 mmol), a method in the same manner as in Reference Example 13 was performed, and the obtained residue was triturated with ethyl acetate to give the title compound (5.42 g, yield 81%). The reactants are C1(CC1)N1C=C(C(C=2C=C3C(=NC12)C=C(C(=C3)F)F)=O)C(=O)OCC (1-cyclopropyl-3-ethoxycarbonyl-7,8-difluoro-4-oxo-1,4-dihydro-benzo[b][1,8]naphthyridine), CN1CCNCC1 (1-methylpiperazine). The solvent is CS(=O)C (dimethyl sulphoxide), O (water), C(C)(C)OC(C)C (diisopropyl ether). The product is C1(CC1)N1C=C(C(C=2C=C3C(=NC12)C=C(C(=C3)F)N3CCN(CC3)C)=O)C(=O)OCC (1-cyclopropyl-3-ethoxycarbonyl-7-fluoro-8 -(4-methyl-1-piperazinyl)-4-oxo-1,4-dihydro-benzo[b][1,8]naphthyridine). The yield is 74.4%. RXN SMILES: [CH:1]1([N:4]2[C:13]3[N:12]=[C:11]4[CH:14]=[C:15](F)[C:16]([F:18])=[CH:17][C:10]4=[CH:9][C:8]=3[C:7](=[O:20])[C:6]([C:21]([O:23][CH2:24][CH3:25])=[O:22])=[CH:5]2)[CH2:3][CH2:2]1.[CH3:26][N:27]1[CH2:32][CH2:31][NH:30][CH2:29][CH2:28]1>CS(C)=O.O.C(OC(C)C)(C)C>[CH:1]1([N:4]2[C:13]3[N:12]=[C:11]4[CH:14]=[C:15]([N:30]5[CH2:31][CH2:32][N:27]([CH3:26])[CH2:28][CH2:29]5)[C:16]([F:18])=[CH:17][C:10]4=[CH:9][C:8]=3[C:7](=[O:20])[C:6]([C:21]([O:23][CH2:24][CH3:25])=[O:22])=[CH:5]2)[CH2:3][CH2:2]1. Procedure details: A suspension of 1.2 g of 1-cyclopropyl-3-ethoxycarbonyl-7,8-difluoro-4-oxo-1,4-dihydro-benzo[b][1,8]naphthyridine in 1.4 g of 1-methylpiperazine and 20 cm3 of dimethyl sulphoxide is heated at a temperature close to 95° C. for 45 minutes. After cooling to a temperature close to 20° C., the reaction mixture is diluted with 100 cm3 of water and extracted with 3 times 30 cm3 of trichloromethane. The combined organic extracts are washed with 3 times 30 cm3 of water, dried over magnesium sulphate, fil... Reactants: CC(C)C(NC(=O)OC(C)(C)C)C(=O)O, CN(C)c1ccncc1, O=C(Nc1ccc(Oc2ccnc3cc(-c4ccc(CN5CCN(C(=O)CO)CC5)cn4)sc23)c(F)c1)NC1CC1, C(=NC1CCCCC1)=NC1CCCCC1, CN(C)C=O. Yields the product CC(C)C(NC(=O)OC(C)(C)C)C(=O)OCC(=O)N1CCN(Cc2ccc(-c3cc4nccc(Oc5ccc(NC(=O)NC6CC6)cc5F)c4s3)nc2)CC1. RXN SMILES: [C:42](=[O:43])([O:44][C:45]([CH3:46])([CH3:47])[CH3:48])[NH:49][CH:50]([CH:51]([CH3:52])[CH3:53])[C:54](=[O:55])[OH:56].[CH3:72][N:73]([c:74]1[cH:75][cH:76][n:77][cH:78][cH:79]1)[CH3:80].[CH:1]1([NH:4][C:5](=[O:6])[NH:7][c:8]2[cH:9][c:10]([F:41])[c:11]([O:14][c:15]3[c:16]4[c:17]([n:18][cH:19][cH:20]3)[cH:21][c:22](-[c:24]3[n:25][cH:26][c:27]([CH2:30][N:31]5[CH2:32][CH2:33][N:34]([C:37]([CH2:38][OH:39])=[O:40])[CH2:35][CH2:36]5)[cH:28][cH:29]3)[s:23]4)[cH:12][cH:13]2)[CH2:2][CH2:3]1.[CH:57]1([N:58]=[C:59]=[N:60][CH:61]2[CH2:62][CH2:63][CH2:64][CH2:65][CH2:66]2)[CH2:67][CH2:68][CH2:69][CH2:70][CH2:71]1.[O:81]=[CH:82][N:83]([CH3:84])[CH3:85]>>[CH:1]1([NH:4][C:5](=[O:6])[NH:7][c:8]2[cH:9][c:10]([F:41])[c:11]([O:14][c:15]3[c:16]4[c:17]([n:18][cH:19][cH:20]3)[cH:21][c:22](-[c:24]3[n:25][cH:26][c:27]([CH2:30][N:31]5[CH2:32][CH2:33][N:34]([C:37]([CH2:38][O:39][C:54]([CH:50]([NH:49][C:42](=[O:43])[O:44][C:45]([CH3:46])([CH3:47])[CH3:48])[CH:51]([CH3:52])[CH3:53])=[O:55])=[O:40])[CH2:35][CH2:36]5)[cH:28][cH:29]3)[s:23]4)[cH:12][cH:13]2)[CH2:2][CH2:3]1. Starting materials: FC1=CC=C(C=C1)CCN(S(=O)(=O)C1=CSC(=C1)Cl)C (5-chlorothiophene-3-sulfonic acid [2-(4-fluorophenyl)ethyl]-methyl-amide), C(C)OC(=C)[Sn](CCCC)(CCCC)CCCC ((1-ethoxyvinyl)-tributyltin), [F-].[Cs+] (cesium fluoride), tris-hydroxymethyl-aminomethanedibenzylidene acetone dipalladium, Enol ether. The reagents and catalysts are C(C)(C)(C)P(C(C)(C)C)C(C)(C)C (trit-butylphosphine). Run in O1CCOCC1 (1,4-dioxane), C(C)(=O)OCC (ethyl acetate), O1CCCC1 (tetrahydrofuran), O (water). Conditions: time 30 minute. The product is FC1=CC=C(C=C1)CCN(S(=O)(=O)C1=CSC(=C1)C(C)=O)C (5-Acetylthiophene-3-sulfonic acid [2-(4-fluorophenyl)ethyl]-methyl-amide). Isolated yield 43.6%. Reaction SMILES: [F:1][C:2]1[CH:7]=[CH:6][C:5]([CH2:8][CH2:9][N:10]([CH3:20])[S:11]([C:14]2[CH:18]=[C:17](Cl)[S:16][CH:15]=2)(=[O:13])=[O:12])=[CH:4][CH:3]=1.[CH2:21]([O:23]C([Sn](CCCC)(CCCC)CCCC)=C)[CH3:22].[F-].[Cs+]>O1CCOCC1.C(OCC)(=O)C.O1CCCC1.O.C(P(C(C)(C)C)C(C)(C)C)(C)(C)C>[F:1][C:2]1[CH:7]=[CH:6][C:5]([CH2:8][CH2:9][N:10]([CH3:20])[S:11]([C:14]2[CH:18]=[C:17]([C:21](=[O:23])[CH3:22])[S:16][CH:15]=2)(=[O:13])=[O:12])=[CH:4][CH:3]=1 |f:2.3|. Procedure: A solution of 5-chlorothiophene-3-sulfonic acid [2-(4-fluorophenyl)ethyl]-methyl-amide (345 mg), (1-ethoxyvinyl)-tributyltin (448 mg), cesium fluoride (346 mg), tris-hydroxymethyl-aminomethanedibenzylidene acetone-dipalladium(16 mg) and trit-butylphosphine (1.3 mg) in 1,4-dioxane (4 ml) was heated at 100° C. for 4 hours. After the reaction solution was cooled to room temperature, the solution was diluted with ethyl acetate, the resulting insoluble matter was removed by filtration, and washed wit...